From a dataset of the Open Reaction Database (ORD), a public repository of structured organic reaction records. describe an organic reaction: reactants, conditions, products, and yield The reactants are C=O, C1COCCN1, CO, N#CCc1ncccn1. The product is N#CC(CN1CCOCC1)c1ncccn1. Reaction SMILES: [CH2:10]=[O:11].[CH2:12]1[CH2:13][O:14][CH2:15][CH2:16][NH:17]1.[CH3:18][OH:19].[n:1]1[c:2]([CH2:7][C:8]#[N:9])[n:3][cH:4][cH:5][cH:6]1>>[n:1]1[c:2]([CH:7]([C:8]#[N:9])[CH2:10][N:17]2[CH2:12][CH2:13][O:14][CH2:15][CH2:16]2)[n:3][cH:4][cH:5][cH:6]1. Reactants: ClC1=C2C(=NC=C1)NN=C2 (4-chloro-1H-pyrazolo[3,4-b]pyridine), BrN1C(CCC1=O)=O (N-bromosuccinimide). Solvent: C(C)(=O)O (acetic acid). Conditions: time 4 hour. The product is BrC1=NNC2=NC=CC(=C21)Cl (3-bromo-4-chloro-1H-pyrazolo[3,4-b]pyridine). Yield: 59.3%. As a reaction SMILES: [Cl:1][C:2]1[CH:7]=[CH:6][N:5]=[C:4]2[NH:8][N:9]=[CH:10][C:3]=12.[Br:11]N1C(=O)CCC1=O>C(O)(=O)C>[Br:11][C:10]1[C:3]2[C:4](=[N:5][CH:6]=[CH:7][C:2]=2[Cl:1])[NH:8][N:9]=1. Procedure: 4-chloro-1H-pyrazolo[3,4-b]pyridine (6) 1 g (6.53 mmoles) in acetic acid (100 mL) cooled to 0° C. was added N-bromosuccinimide 2.31 g (13.06 mmol and the resulting RM was stirred for 4 hr at rt. After completion of the SM, the RM was quenched with ice water and extracted with dichlromethane (2×10 mL). The combined organic layer was dried over sodium sulphate, and the solvent evaporated to yield compound 7 (Yield: 0.9 g, 60%). 1H NMR (400 MHz, CDCl3): δ 13.19 (br s, 1H), 8.21 (s, 1H), 7.39 (m, 1H...